From a dataset of the Open Reaction Database (ORD), a public repository of structured organic reaction records. describe an organic reaction: reactants, conditions, products, and yield Starting materials: O=C1C=2C=CC(=CC2CCC1)C(=O)OCC (ethyl 5-oxo-5,6,7,8-tetrahydro-2-naphthalenecarboxylate), ClCC(=O)OCC (ethyl chloroacetate), [Na] (sodium), CC(C)([O-])C.[K+] (potassium tertiary butoxide). The solvent is C(C)O (ethanol), C(C)O (ethanol), O (water), C(C)(C)(C)O (tertiary butanol), C(C)OCC (Diethyl ether). Run at time 1 hour. Product: C(=O)C1C=2C=CC(=CC2CCC1)C(=O)OCC (ethyl 5-formyl-5,6,7,8-tetrahydro-2-naphthalenecarboxylate). The yield is 44.5%. As a reaction SMILES: O=[C:2]1[CH2:11][CH2:10][CH2:9][C:8]2[CH:7]=[C:6]([C:12]([O:14][CH2:15][CH3:16])=[O:13])[CH:5]=[CH:4][C:3]1=2.ClC[C:19](OCC)=[O:20].CC(C)([O-])C.[K+].[Na]>C(O)C.C(OCC)C.O.C(O)(C)(C)C>[CH:19]([CH:2]1[CH2:11][CH2:10][CH2:9][C:8]2[CH:7]=[C:6]([C:12]([O:14][CH2:15][CH3:16])=[O:13])[CH:5]=[CH:4][C:3]1=2)=[O:20] |f:2.3,^1:29|. Procedure: 7.6 g of ethyl 5-oxo-5,6,7,8-tetrahydro-2-naphthalenecarboxylate was mixed with 6.4 g of ethyl chloroacetate. The mixture was cooled to 5°-10° C. and then a mixture of 5.9 g of potassium tertiary butoxide and 65 ml of tertiary butanol was added thereto over a period of 1 hour. The resulting mixture was stirred at room temperature for 4 hours. The reaction mixture was concentrated in vacuo at a temperature not more than 30° C. The residue was extracted with diethyl ether and the extract was washe...